From a dataset of the Open Reaction Database (ORD), a public repository of structured organic reaction records. describe an organic reaction: reactants, conditions, products, and yield Reactants: C=CC#N, CO, NCCCCN. Yields the product N#CCCNCCCCN. RXN SMILES: [CH2:7]=[CH:8][C:9]#[N:10].[CH3:11][OH:12].[NH2:1][CH2:2][CH2:3][CH2:4][CH2:5][NH2:6]>>[NH:1]([CH2:2][CH2:3][CH2:4][CH2:5][NH2:6])[CH2:7][CH2:8][C:9]#[N:10].